This data is from the Open Reaction Database (ORD), a public repository of structured organic reaction records. The task is: describe an organic reaction: reactants, conditions, products, and yield Reactants: CCO, CCOC(=O)C=Cc1cc(F)c(Cl)cc1C(C)OCC(O)CN1CCCC1Cc1ccc(C)c(F)c1. Product: CCOC(=O)CCc1cc(F)c(Cl)cc1C(C)OCC(O)CN1CCCC1Cc1ccc(C)c(F)c1. Reaction SMILES: [CH3:37][CH2:38][OH:39].[Cl:1][c:2]1[cH:3][c:4]([CH:16]([CH3:17])[O:18][CH2:19][CH:20]([CH2:21][N:22]2[CH:23]([CH2:27][c:28]3[cH:29][c:30]([F:35])[c:31]([CH3:34])[cH:32][cH:33]3)[CH2:24][CH2:25][CH2:26]2)[OH:36])[c:5]([CH:9]=[CH:10][C:11](=[O:12])[O:13][CH2:14][CH3:15])[cH:6][c:7]1[F:8]>>[Cl:1][c:2]1[cH:3][c:4]([CH:16]([CH3:17])[O:18][CH2:19][CH:20]([CH2:21][N:22]2[CH:23]([CH2:27][c:28]3[cH:29][c:30]([F:35])[c:31]([CH3:34])[cH:32][cH:33]3)[CH2:24][CH2:25][CH2:26]2)[OH:36])[c:5]([CH2:9][CH2:10][C:11](=[O:12])[O:13][CH2:14][CH3:15])[cH:6][c:7]1[F:8].